Dataset: the Open Reaction Database (ORD), a public repository of structured organic reaction records. Task: describe an organic reaction: reactants, conditions, products, and yield The reactants are N1CC(C1)C(=O)O (azetidine-3-carboxylic acid), [BH3-]C#N.[Na+] (NaCNBH3), [BH3-]C#N.[Na+] (NaCNBH3), ClC1=C(C=C(C=C1)[C@@H](CC)NC=1C=C(C=CC1)C(C)=O)C (1-{3-[(R)-1-(4-Chloro-3-methyl-phenyl)-propylamino]-phenyl}-ethanone), N1CC(C1)C(=O)O (azetidine-3-carboxylic acid), CC(=O)O (HOAc). Run in CO (MeOH). Reaction conditions: time 40 hour. Yields the product ClC1=C(C=C(C=C1)[C@@H](CC)NC=1C=C(C=CC1)C(C)N1CC(C1)C(=O)O)C (1-(1-{3-[(R)-1-(4-Chloro-3-methyl-phenyl)-propylamino]-phenyl}-ethyl)-azetidine-3-carboxylic acid). RXN SMILES: [Cl:1][C:2]1[CH:7]=[CH:6][C:5]([C@H:8]([NH:11][C:12]2[CH:13]=[C:14]([C:18](=O)[CH3:19])[CH:15]=[CH:16][CH:17]=2)[CH2:9][CH3:10])=[CH:4][C:3]=1[CH3:21].[NH:22]1[CH2:25][CH:24]([C:26]([OH:28])=[O:27])[CH2:23]1.CC(O)=O.[BH3-]C#N.[Na+]>CO>[Cl:1][C:2]1[CH:7]=[CH:6][C:5]([C@H:8]([NH:11][C:12]2[CH:13]=[C:14]([CH:18]([N:22]3[CH2:25][CH:24]([C:26]([OH:28])=[O:27])[CH2:23]3)[CH3:19])[CH:15]=[CH:16][CH:17]=2)[CH2:9][CH3:10])=[CH:4][C:3]=1[CH3:21] |f:3.4|. Procedure: To a solution of INT 11 (213 mg, 0.71 mmol) and azetidine-3-carboxylic acid (75 mg, 0.74 mmol) in MeOH (7 mL) was added HOAc (0.040 mL, 0.71 mmol) followed by NaCNBH3 (44 mg, 0.71 mmol). The reaction mixture was stirred at room temperature for 40 hours. More azetidine-3-carboxylic acid (10 mg, 0.099 mol) and NaCNBH3 (10 mg, 0.16 mmol) were added and the mixture was stirred at room temperature for an additional 4 hours. The mixture was concentrated. The residue was taken up in CH2Cl2 and washed w...